This data is from the Open Reaction Database (ORD), a public repository of structured organic reaction records. The task is: describe an organic reaction: reactants, conditions, products, and yield Reactants: S(=O)(=O)(N)N (sulphamide), CN(C)CC1=CC(=NC=C1)CSCCC#N (3-(4-Dimethylaminomethyl-2-pyridylmethylthio)propionitrile), C(Cl)(Cl)Cl (chloroform), Cl (hydrogen chloride). Run in CO (methanol), CO (methanol). Product: S(N)(=O)(=O)NC(CCSCC1=NC=CC(=C1)CN(C)C)=N (N-sulphamoyl-3-(4-dimethylaminomethyl-2-pyridylmethylthio)propionamidine). RXN SMILES: [CH3:1][N:2]([CH2:4][C:5]1[CH:10]=[CH:9][N:8]=[C:7]([CH2:11][S:12][CH2:13][CH2:14][C:15]#[N:16])[CH:6]=1)[CH3:3].C(Cl)(Cl)Cl.Cl.[S:22]([NH2:26])([NH2:25])(=[O:24])=[O:23]>CO>[S:22]([NH:26][C:15](=[NH:16])[CH2:14][CH2:13][S:12][CH2:11][C:7]1[CH:6]=[C:5]([CH2:4][N:2]([CH3:3])[CH3:1])[CH:10]=[CH:9][N:8]=1)(=[O:24])(=[O:23])[NH2:25]. Procedure details: 3-(4-Dimethylaminomethyl-2-pyridylmethylthio)propionitrile in a mixture of dry methanol and dry chloroform under nitrogen at 2° C. is treated with dried hydrogen chloride gas and allowed to stand at ca. 0° C. to give after basification with ice cold potassium carbonate solution methyl-3-(4-dimethylaminomethyl-2-pyridylmethylthio)propionimidate which is reacted in methanol with sulphamide under reflux. Evaporation of the solvent at reduced pressure and purification of the product by chromatograph...